From a dataset of the Open Reaction Database (ORD), a public repository of structured organic reaction records. describe an organic reaction: reactants, conditions, products, and yield Reactants: Compound 13, ClC1=CC=C(C2=CC=C(C=C2C2=NC3=CC=C(C=C3C=C2)C2=NC3=C(N2C2CCCCC2)C=CC(=C3)C(=O)O)C(=O)N3CCCC3)C=C1 (2-{2-[4′-Chloro-4-(pyrrolidine-1-carbonyl)-biphen-2-yl]-quinolin-6-yl}-1-cyclohexyl-1H-benzoimidazole-5-carboxylic acid), C1(=CC=CC=C1)C(C(=O)C)C1=CC=CC=C1 (1,1-diphenylacetone), C(C)OC(C1=CC(=C(C=C1)NC1CCCCC1)NC(=O)C=1C=C2C=CC(=NC2=CC1)C1=CC(=CC=C1C1=CC=C(C=C1)Cl)C(=O)N1CCCC1)=O (3-({2-[4′-Chloro-4-(pyrrolidine-1-carbonyl)-biphen-2-yl]-quinoline-6-carbonyl}-amino)-4-cyclohexylamino-benzoic acid ethyl ester), Compound 27, C(C)(=O)C1=CC=CC=C1 (acetophenone). Product: C(C1=CC=CC=C1)(C1=CC=CC=C1)C1=NC2=CC=C(C=C2C=C1)C1=NC2=C(N1C1CCCCC1)C=CC(=C2)C(=O)O (2-(2-benzhydryl-quinolin-6-yl)-1-cyclohexyl-1H-benzoimidazole-5-carboxylic acid). Reaction SMILES: C(OC(=O)C1C=CC(NC2CCCCC2)=C(NC(C2C=C3C(=CC=2)N=[C:26]([C:31]2[C:36]([C:37]4[CH:42]=[CH:41][C:40](Cl)=[CH:39][CH:38]=4)=[CH:35][CH:34]=[C:33](C(N4CCCC4)=O)[CH:32]=2)C=C3)=O)C=1)C.ClC1C=CC(C2C([C:63]3[CH:72]=[CH:71][C:70]4[C:65](=[CH:66][CH:67]=[C:68]([C:73]5[N:77]([CH:78]6[CH2:83][CH2:82][CH2:81][CH2:80][CH2:79]6)[C:76]6[CH:84]=[CH:85][C:86]([C:88]([OH:90])=[O:89])=[CH:87][C:75]=6[N:74]=5)[CH:69]=4)[N:64]=3)=CC(C(N3CCCC3)=O)=CC=2)=CC=1.C1(C(C2C=CC=CC=2)C(C)=O)C=CC=CC=1.C(C1C=CC=CC=1)(=O)C>>[CH:36]([C:63]1[CH:72]=[CH:71][C:70]2[C:65](=[CH:66][CH:67]=[C:68]([C:73]3[N:77]([CH:78]4[CH2:83][CH2:82][CH2:81][CH2:80][CH2:79]4)[C:76]4[CH:84]=[CH:85][C:86]([C:88]([OH:90])=[O:89])=[CH:87][C:75]=4[N:74]=3)[CH:69]=2)[N:64]=1)([C:31]1[CH:26]=[CH:35][CH:34]=[CH:33][CH:32]=1)[C:37]1[CH:38]=[CH:39][CH:40]=[CH:41][CH:42]=1. Procedure: The title compound was synthesized in four steps as described for Compound 13, Compound 25, Compound 27, Q=ethyl and Compound 204, respectively, except 1,1-diphenylacetone was used in the first step, instead of acetophenone. Reactants: C1(CCC1)CN1[C@H]2[C@@]3(CC[C@H](C[C@@]3(C=3C=C(C=CC3C2)OC)CC1)O)O (N-cyclobutylmethyl-3-methoxy-6β,14β-dihydroxy-morphinan), C(C1=CC=CC=C1)(=O)C1=CC=CC=C1 (benzophenone). The product is C1(CCC1)CN1[C@H]2[C@@]3(CCC(C[C@@]3(C=3C=C(C=CC3C2)O)CC1)=O)O (N-cyclobutylmethyl-3,14β-dihydroxy-6-ketomorphinan). Reaction SMILES: [CH:1]1([CH2:5][N:6]2[CH2:24][CH2:23][C@@:13]34[C:14]5[CH:15]=[C:16]([O:21]C)[CH:17]=[CH:18][C:19]=5[CH2:20][C@@H:7]2[C@:8]3([OH:26])[CH2:9][CH2:10][C@@H:11]([OH:25])[CH2:12]4)[CH2:4][CH2:3][CH2:2]1.C(C1C=CC=CC=1)(=O)C1C=CC=CC=1>>[CH:1]1([CH2:5][N:6]2[CH2:24][CH2:23][C@@:13]34[C:14]5[CH:15]=[C:16]([OH:21])[CH:17]=[CH:18][C:19]=5[CH2:20][C@@H:7]2[C@:8]3([OH:26])[CH2:9][CH2:10][C:11](=[O:25])[CH2:12]4)[CH2:2][CH2:3][CH2:4]1. Procedure: One gram of potassium metal is reacted with t-butyl alcohol in anhydrous benzene to give potassium-t-butoxide. This suspension is heated with 2.5 g of N-cyclobutylmethyl-3-methoxy-6β,14β-dihydroxy-morphinan and 16 g of benzophenone under reflux for 3 hours. The reaction mixture is then extracted with three 20 ml portions of 2N hydrochloric acid, the combined acid extracts are made alkaline to a pH of 9.0, re-extracted with chloroform, and the solvent removed, after drying, in vacuo. The product ...